From a dataset of the Open Reaction Database (ORD), a public repository of structured organic reaction records. describe an organic reaction: reactants, conditions, products, and yield Solvent: C1(=CC=CC=C1)C (toluene). Reported procedure: A solution of 5 g (0.06 mole) N-methylpyrrole and 13.3 g (0.078 mole) of 4-methoxybenzoyl chloride in 50 mL of dry toluene was heated under reflux overnight with an argon stream bubbling through the reaction mixture. After cooling, 40 mL of 20% 3-dimethylaminopropylamine in H2O was added and the mixture stirred for 45 minutes. Diethyl ether was added and the organic solution was washed with 1N HCl, NaHCO3, water, brine and dried (MgSO4). The solvent was evaporated in vacuo and the residue recrys... Reaction SMILES: [CH3:1][N:2]1[CH:6]=[CH:5][CH:4]=[CH:3]1.[CH3:7][O:8][C:9]1[CH:17]=[CH:16][C:12]([C:13](Cl)=[O:14])=[CH:11][CH:10]=1>C1(C)C=CC=CC=1>[CH3:7][O:8][C:9]1[CH:17]=[CH:16][C:12]([C:13]([C:3]2[N:2]([CH3:1])[CH:6]=[CH:5][CH:4]=2)=[O:14])=[CH:11][CH:10]=1. Run at time 45 minute. Yields the product COC1=CC=C(C=C1)C(=O)C=1N(C=CC1)C ((4-Methoxyphenyl)(1-methyl-1H-pyrrol-2-yl)-methanone). Starting materials: CN1C=CC=C1 (N-methylpyrrole), COC1=CC=C(C(=O)Cl)C=C1 (4-methoxybenzoyl chloride). Yield: 28.5%. Procedure: The title compound was prepared from 4-(2-oxo-1-oxa-3,8-diazaspiro[4.5]dec-3-yl)benzoic acid hydrochloride salt (20 mg, 0.064 mmol; Example 5-1, Step 4) and 4-chloro-3-ethylbenzaldehyde (11.86 mg, 0.070 mmol), following essentially the same procedure described in Example 7-1. The residue was purified by reverse phase (C-18) HPLC eluting with acetonitrile/water+0.1% NH3. The solvent was evaporated to provide the title compound as a white solid (12 mg). Reactants: Cl.O=C1OC2(CN1C1=CC=C(C(=O)O)C=C1)CCNCC2 (4-(2-oxo-1-oxa-3,8-diazaspiro[4.5]dec-3-yl)benzoic acid hydrochloride salt), ClC1=C(C=C(C=O)C=C1)CC (4-chloro-3-ethylbenzaldehyde). The yield is 43.7%. The product is ClC1=C(C=C(CN2CCC3(CN(C(O3)=O)C3=CC=C(C(=O)O)C=C3)CC2)C=C1)CC (4-[8-(4-Chloro-3-ethylbenzyl)-2-oxo-1-oxa-3,8-diazaspiro[4.5]dec-3-yl]benzoic acid). As a reaction SMILES: Cl.[O:2]=[C:3]1[N:7]([C:8]2[CH:16]=[CH:15][C:11]([C:12]([OH:14])=[O:13])=[CH:10][CH:9]=2)[CH2:6][C:5]2([CH2:21][CH2:20][NH:19][CH2:18][CH2:17]2)[O:4]1.[Cl:22][C:23]1[CH:30]=[CH:29][C:26]([CH:27]=O)=[CH:25][C:24]=1[CH2:31][CH3:32]>>[Cl:22][C:23]1[CH:30]=[CH:29][C:26]([CH2:27][N:19]2[CH2:18][CH2:17][C:5]3([O:4][C:3](=[O:2])[N:7]([C:8]4[CH:9]=[CH:10][C:11]([C:12]([OH:14])=[O:13])=[CH:15][CH:16]=4)[CH2:6]3)[CH2:21][CH2:20]2)=[CH:25][C:24]=1[CH2:31][CH3:32] |f:0.1|.